From a dataset of the Open Reaction Database (ORD), a public repository of structured organic reaction records. describe an organic reaction: reactants, conditions, products, and yield Starting materials: COC1=CC=C(C(=O)C=2OC3=C(C2C)C(=CC=C3)OCC=C)C=C1 (2-(p-methoxybenzoyl)-3-methyl-4-allyloxybenzofuran), ClC1=C(C=CC=C1)Cl (orthodichlorobenzene). The product is COC1=CC=C(C(=O)C=2OC3=C(C2C)C(=C(C=C3)CC=C)O)C=C1 (2-(p-methoxybenzoyl)-3-methyl-4-hydroxy-5-allylbenzofuran). Yield: 93.0%. As a reaction SMILES: [CH3:1][O:2][C:3]1[CH:24]=[CH:23][C:6]([C:7]([C:9]2[O:10][C:11]3[CH:18]=[CH:17][CH:16]=[C:15]([O:19]CC=C)[C:12]=3[C:13]=2[CH3:14])=[O:8])=[CH:5][CH:4]=1.Cl[C:26]1[CH:31]=CC=C[C:27]=1Cl>>[CH3:1][O:2][C:3]1[CH:24]=[CH:23][C:6]([C:7]([C:9]2[O:10][C:11]3[CH:18]=[CH:17][C:16]([CH2:31][CH:26]=[CH2:27])=[C:15]([OH:19])[C:12]=3[C:13]=2[CH3:14])=[O:8])=[CH:5][CH:4]=1. Procedure details: A solution of 2-(p-methoxybenzoyl)-3-methyl-4-allyloxybenzofuran (0.7 gm; 2.2 mmoles) in orthodichlorobenzene (3 mL) was refluxed under nitrogen for a period of 4 hours. The mixture was cooled to rom temperature and purified by chromatography on silica gel using 15% ethylacetate in hexane as eluent to yield 650 mg (93%) of 2-(p-methoxybenzoyl)-3-methyl-4-hydroxy-5-allylbenzofuran, mp. 48°-50° C.